From a dataset of the Open Reaction Database (ORD), a public repository of structured organic reaction records. describe an organic reaction: reactants, conditions, products, and yield Reactants: COC(=O)C1CN(Cc2ccc(-c3noc(-c4ccc(CC(C)C)c(C)c4)n3)cn2)C1, CC(=O)O, [Na+], [OH-], O=C(O)C(=O)O. Yields the product Cc1cc(-c2nc(-c3ccc(CN4CC(C(=O)O)C4)nc3)no2)ccc1CC(C)C. As a reaction SMILES: [CH2:1]([CH:2]([CH3:3])[CH3:4])[c:5]1[c:6]([CH3:31])[cH:7][c:8](-[c:11]2[n:12][c:13](-[c:16]3[cH:17][cH:18][c:19]([CH2:22][N:23]4[CH2:24][CH:25]([C:27](=[O:28])[O:29][CH3:30])[CH2:26]4)[n:20][cH:21]3)[n:14][o:15]2)[cH:9][cH:10]1.[CH3:34][C:35](=[O:36])[OH:37].[Na+:33].[OH-:32].[OH:38][C:39]([C:40](=[O:41])[OH:42])=[O:43]>>[CH2:1]([CH:2]([CH3:3])[CH3:4])[c:5]1[c:6]([CH3:31])[cH:7][c:8](-[c:11]2[n:12][c:13](-[c:16]3[cH:17][cH:18][c:19]([CH2:22][N:23]4[CH2:24][CH:25]([C:27](=[O:28])[OH:29])[CH2:26]4)[n:20][cH:21]3)[n:14][o:15]2)[cH:9][cH:10]1.